This data is from the Open Reaction Database (ORD), a public repository of structured organic reaction records. The task is: describe an organic reaction: reactants, conditions, products, and yield Starting materials: C1=CC=CC=2C3=CC=CC=C3C(C12)COC(=O)N(CC(=O)O)C (2-((((9H-fluoren-9-yl)methoxy)carbonyl)(methyl)amino)acetic acid), C(C)N(C(C)C)C(C)C (N-ethyldiisopropylamine), BrCC(=O)OC(C)(C)C (tert-butyl 2-bromoacetate). Solvent: C(Cl)Cl (methylene chloride). The product is C1=CC=CC=2C3=CC=CC=C3C(C12)COC(=O)N(CC(=O)OCC(=O)OC(C)(C)C)C (2-(tert-butoxy)-2-oxoethyl 2-((((9H-fluoren-9-yl)methoxy)carbonyl)(methyl)amino)acetate). The yield is 86.8%. As a reaction SMILES: [CH:1]1[C:13]2[CH:12]([CH2:14][O:15][C:16]([N:18]([CH3:23])[CH2:19][C:20]([OH:22])=[O:21])=[O:17])[C:11]3[C:6](=[CH:7][CH:8]=[CH:9][CH:10]=3)[C:5]=2[CH:4]=[CH:3][CH:2]=1.C(N(C(C)C)C(C)C)C.Br[CH2:34][C:35]([O:37][C:38]([CH3:41])([CH3:40])[CH3:39])=[O:36]>C(Cl)Cl>[CH:10]1[C:11]2[CH:12]([CH2:14][O:15][C:16]([N:18]([CH3:23])[CH2:19][C:20]([O:22][CH2:34][C:35]([O:37][C:38]([CH3:41])([CH3:40])[CH3:39])=[O:36])=[O:21])=[O:17])[C:13]3[C:5](=[CH:4][CH:3]=[CH:2][CH:1]=3)[C:6]=2[CH:7]=[CH:8][CH:9]=1. Reported procedure: A solution of 2-((((9H-fluoren-9-yl)methoxy)carbonyl)(methyl)amino)acetic acid (Fmoc-MeGly-OH) (1.94 g, 6.23 mmol) in methylene chloride (25 mL) was mixed with N-ethyldiisopropylamine (DIPEA) (3.26 mL, 18.7 mmol) and tert-butyl 2-bromoacetate (1.82 g, 9.34 mmol) with stirring at room temperature, and the reaction mixture was stirred at room temperature for 48 hours. The reaction mixture was washed with 1 N hydrochloric acid, and the organic layer was extracted with methylene chloride. The result... The reactants are Cl (HCl), O (H2O), N(=[N+]=[N-])[C@H]1C[C@@H](O[C@@H]1CO)N1C(=O)NC(=O)C=C1 (3'-Azido-2',3'-dideoxyuridine), ClC1=CC(=CC=C1)C(=O)OO (m-Chloroperbenzoic acid). Solvent: CC(=O)N(C)C (DMAC), CC(=O)N(C)C (dimethylacetamide). Reaction conditions: temperature 0 celsius, time 2 hour. Product: N(=[N+]=[N-])[C@H]1C[C@@H](O[C@@H]1CO)N1C(=O)NC(=O)C(=C1)Cl (3'-Azido-5-chloro-2',3'-dideoxyuridine). Reaction SMILES: [N:1]([C@@H:4]1[C@@H:8]([CH2:9][OH:10])[O:7][C@@H:6]([N:11]2[CH:18]=[CH:17][C:15](=[O:16])[NH:14][C:12]2=[O:13])[CH2:5]1)=[N+:2]=[N-:3].Cl.[Cl:20]C1C=CC=C(C(OO)=O)C=1.O>CC(N(C)C)=O>[N:1]([C@@H:4]1[C@@H:8]([CH2:9][OH:10])[O:7][C@@H:6]([N:11]2[CH:18]=[C:17]([Cl:20])[C:15](=[O:16])[NH:14][C:12]2=[O:13])[CH2:5]1)=[N+:2]=[N-:3]. Procedure details: 3'-Azido-2',3'-dideoxyuridine (0.25 g; 1 mMol) was dissolved in 2 mL dry dimethylacetamide (DMAC), cooled to 0° C. and 2 mL of 0.5M HCl in DMAC was added. m-Chloroperbenzoic acid (0.277 g; 1.6 mMol) was added in two portions over ten minutes and the mixture was allowed to come to ambient temperature. After two hours, 4 mL H2O was added and the solution filtered. The aqueous DMAC solution was extracted with Et2O (3×3 mL) and the Et2O was evaporated in vacuo to an oil which was applied to a silica... The reactants are C(=O)(OC(C)(C)C)N1CCC(CC1)CC=1C=C(C=CC1)CCC(=O)O (3-[3-(N-BOC-piperidin-4-ylmethyl)phenyl]propionic Acid), C=1C=CC2=C(C1)N=NN2O (HOBT), N(C(C)C)(C(C)C)CC (N(i-Pr)2Et), Cl.C(C)(C)(C)NCCC(=O)O (tert-butyl-β-alanine hydrochloride), C(CCl)Cl (EDC), CN(C)C=O (DMF). Yields the product EtOAc hexanes, C(C)(C)(C)OC(CCNC(CCC1=CC(=CC=C1)CC1CCN(CC1)C(=O)OC(C)(C)C)=O)=O (3-[3-(N-BOC-piperidin-4-ylmethyl)phenyl]propionyl-β-alanine-tert-butyl Ester). Yield: 50.0%. As a reaction SMILES: [C:1]([N:8]1[CH2:13][CH2:12][CH:11]([CH2:14][C:15]2[CH:16]=[C:17](CCC(O)=O)[CH:18]=[CH:19][CH:20]=2)[CH2:10][CH2:9]1)([O:3][C:4]([CH3:7])([CH3:6])[CH3:5])=[O:2].C1C=C[C:29]2N(O)N=N[C:30]=2[CH:31]=1.N(CC)(C(C)C)[CH:37](C)C.Cl.C(NC[CH2:52][C:53]([OH:55])=[O:54])(C)(C)C.[CH2:56](Cl)[CH2:57]Cl.[CH3:60][N:61]([CH:63]=[O:64])C>>[C:30]([O:55][C:53](=[O:54])[CH2:52][CH2:60][NH:61][C:63](=[O:64])[CH2:56][CH2:57][C:17]1[CH:18]=[CH:19][CH:20]=[C:15]([CH2:14][CH:11]2[CH2:10][CH2:9][N:8]([C:1]([O:3][C:4]([CH3:7])([CH3:6])[CH3:5])=[O:2])[CH2:13][CH2:12]2)[CH:16]=1)([CH3:29])([CH3:31])[CH3:37] |f:3.4|. Procedure: To a stirred solution of 11-7 (275 mg, 0.79 mmoles), HOBT (130 mg, 0.95 mmoles), N(i-Pr)2Et (0.55 mL, 3.2 mmoles), tert-butyl-β-alanine hydrochloride (160 mg, 0.95 mmoles), and DMF (4 mL), at -15° C. was added EDC (183 mg, 0.95 mmoles) followed by removal of the cooling bath. After 20 hours the reaction mixture was diluted with EtOAc and then washed with H2O, saturated NaHCO3, 10% KHSO4, and brine, dried (MgSO4), and concentrated. Flash chromatography (silica, 50% EtOAc/hexanes) gave 11-8 as a c... Reactants: C(C)(C)(C)OC(=O)N1C(=CC2=CC(=CC=C12)C(O[SiH2]C(C)(C)C)(C)C)C=1C(N(C=C(C1)N)COCC[Si](C)(C)C)=O (2-[5-Amino-2-oxo-1-(2-trimethylsilanyl-ethoxymethyl)-1,2-dihydro-pyridin-3-yl]-5-(tert-butyl-dimethyl-silanyloxymethyl)-indole-1-carboxylic acid tert-butyl ester), C(C)(C)(C)OC(=O)N1C(=CC2=CC(=CC=C12)C(O[SiH2]C(C)(C)C)(C)C)C=1C(N(C=C(C1)N)COCC[Si](C)(C)C)=O (2-[5-amino-2-oxo-1-(2-trimethylsilanyl-ethoxymethyl)-1,2-dihydro-pyridin-3-yl]-5-(tert-butyl-dimethyl-silanyloxymethyl)-indole-1-carboxylic acid tert-butyl ester), CC1=CC=C(CN2N=CC(=C2)C(=O)O)C=C1 (1-(4-methyl-benzyl)-1H-pyrazole-4-carboxylic acid), FC1=CC=C(CN2N=CC(=C2)C(=O)O)C=C1 (1-(4-Fluoro-benzyl)-1H-pyrazole-4-carboxylic acid). The product is C(C)(C)(C)OC(=O)N1C(=CC2=CC(=CC=C12)C(O[SiH2]C(C)(C)C)(C)C)C=1C(N(C=C(C1)NC(=O)C=1C=NN(C1)CC1=CC=C(C=C1)C)COCC[Si](C)(C)C)=O (5-(tert-Butyl-dimethyl-silanyloxymethyl)-2-[5-{[1-(4-methyl-benzyl)-1H-pyrazole-4-carbonyl]-amino}-2-oxo-1-(2-trimethylsilanyl-ethoxymethyl)-1,2-dihydro-pyridin-3-yl]indole-1-carboxylic acid tert-butyl ester). Reaction SMILES: [C:1]([O:5][C:6]([N:8]1[C:16]2[C:11](=[CH:12][C:13]([C:17]([CH3:25])([CH3:24])[O:18][SiH2:19][C:20]([CH3:23])([CH3:22])[CH3:21])=[CH:14][CH:15]=2)[CH:10]=[C:9]1[C:26]1[C:27](=[O:41])[N:28]([CH2:33][O:34][CH2:35][CH2:36][Si:37]([CH3:40])([CH3:39])[CH3:38])[CH:29]=[C:30]([NH2:32])[CH:31]=1)=[O:7])([CH3:4])([CH3:3])[CH3:2].[CH3:42][C:43]1[CH:57]=[CH:56][C:46]([CH2:47][N:48]2[CH:52]=[C:51]([C:53](O)=[O:54])[CH:50]=[N:49]2)=[CH:45][CH:44]=1.FC1C=CC(CN2C=C(C(O)=O)C=N2)=CC=1>>[C:1]([O:5][C:6]([N:8]1[C:16]2[C:11](=[CH:12][C:13]([C:17]([CH3:25])([CH3:24])[O:18][SiH2:19][C:20]([CH3:23])([CH3:22])[CH3:21])=[CH:14][CH:15]=2)[CH:10]=[C:9]1[C:26]1[C:27](=[O:41])[N:28]([CH2:33][O:34][CH2:35][CH2:36][Si:37]([CH3:40])([CH3:39])[CH3:38])[CH:29]=[C:30]([NH:32][C:53]([C:51]2[CH:50]=[N:49][N:48]([CH2:47][C:46]3[CH:56]=[CH:57][C:43]([CH3:42])=[CH:44][CH:45]=3)[CH:52]=2)=[O:54])[CH:31]=1)=[O:7])([CH3:2])([CH3:4])[CH3:3]. Procedure: The title compound was prepared by the route outlined in Scheme 8 and using the experimental from Example 20, step 4, with intermediate (8d), 2-[5-amino-2-oxo-1-(2-trimethylsilanyl-ethoxymethyl)-1,2-dihydro-pyridin-3-yl]-5-(tert-butyl-dimethyl-silanyloxymethyl)-indole-1-carboxylic acid tert-butyl ester (1.0 g, 1.67 mmol) and 1-(4-methyl-benzyl)-1H-pyrazole-4-carboxylic acid (0.43 g, 1.99 mmol) which had been synthesised according to the protocol described for intermediate (6e) in example 21. The... The reactants are C(C)(C)(C)C1=CC(=CC=2C(C(OC21)=O)O)C (7-tert-butyl-3-hydroxy-5-methyl-3H-benzofuran-2-one), C(C)(C)(C)C1=CC(=CC=2C(C(OC21)=O)O)C (7-tert-butyl-3-hydroxy-5-methyl-3H-benzofuran-2-one), CN=C=O (methyl isocyanate), CS(=O)(=O)O (methanesulfonic acid), CN=C=O (methyl isocyanate). Reagents/catalysts: CS(=O)(=O)O (methanesulfonic acid). Solvent: ClCCl (dichloromethane). Product: CNC(=O)OC1C(OC2=C1C=C(C=C2C(C)(C)C)C)=O (3-(N-methylcarbamoyloxy)-5-methyl-7-tert-butyl-3H-benzofuran-2-one). Isolated yield 64.2%. Reaction SMILES: [C:1]([C:5]1[C:13]2[O:12][C:11](=[O:14])[CH:10]([OH:15])[C:9]=2[CH:8]=[C:7]([CH3:16])[CH:6]=1)([CH3:4])([CH3:3])[CH3:2].[CH3:17][N:18]=[C:19]=[O:20].CS(O)(=O)=O>CS(O)(=O)=O.ClCCl>[CH3:17][NH:18][C:19]([O:15][CH:10]1[C:9]2[CH:8]=[C:7]([CH3:16])[CH:6]=[C:5]([C:1]([CH3:4])([CH3:3])[CH3:2])[C:13]=2[O:12][C:11]1=[O:14])=[O:20]. Procedure: A mixture of 5.5 g (25.0 mmol) of 7-tert-butyl-3-hydroxy-5-methyl-3H-benzofuran-2-one (compound (202), Example 1a), 3 ml (50.0 mmol) of methyl isocyanate and 2 drips of methanesulfonic acid are refluxed for 31/4 hours. Then a further 3 ml (50.0 mmol) of methyl isocyanate and 2 drops of methanesulfonic acid are added. The reaction mixture is refluxed for another 16 hours, then cooled, diluted with dichloromethane and washed with water and a 5% aqueous solution of sodium hydrogencarbonate. The org... Starting materials: CS(=O)(=O)OCC=1N=NSC1 (1,2,3-thiadiazol-4-ylmethanol methanesulfonate), S1C(=CC=C1)CC(=O)[O-].[Na+] (sodium thiolacetate), S1N=NC=C1 (thiadiazole), (CDCl3)δ. Run in O1CCCC1 (tetrahydrofuran), CCOCC (ether). Conditions: temperature 23 celsius, time 1 hour. Yields the product C(C)(=O)SCC=1N=NSC1 (4-acetylthiomethyl-1,2,3-thiadiazole). As a reaction SMILES: CS(O[CH2:6][C:7]1[N:8]=[N:9][S:10][CH:11]=1)(=O)=O.S1C=CC=C1[CH2:17][C:18]([O-:20])=O.[Na+].[S:22]1C=CN=N1>O1CCCC1.CCOCC>[C:18]([S:22][CH2:6][C:7]1[N:8]=[N:9][S:10][CH:11]=1)(=[O:20])[CH3:17] |f:1.2|. Procedure: To a solution of 1,2,3-thiadiazol-4-ylmethanol methanesulfonate (0.90 g, 4.6 mmol) in tetrahydrofuran (9 mL) was added an aqueous solution (2 mL) of sodium thiolacetate [prepared from thiolacetic acid (0.38 mL, 5.3 mmol) and sodium bicarbonate (0.445 g, 5.3 mmol)]. The resulting mixture was stirred at 23° C. for 1 h and diluted with ether (75 mL). The organic solution was washed with water (3×3 mL), dried (MgSO4) and concentrated. The crude mixture was purified by chromatography (silica gel colu... Starting materials: COC([C@@H](N(C)C(C)=O)C)=O (N-acetyl-N-methyl-L-alanine methyl ester). The solvent is CO (methanol), [OH-].[Na+] (sodium hydroxide). Conditions: time 2 hour. Yields the product C(C)(=O)N([C@@H](C)C(=O)O)C (N-acetyl-N-methyl-L-alanine). RXN SMILES: C[O:2][C:3](=[O:11])[C@H:4]([CH3:10])[N:5]([C:7](=[O:9])[CH3:8])[CH3:6]>CO.[OH-].[Na+]>[C:7]([N:5]([CH3:6])[C@H:4]([C:3]([OH:11])=[O:2])[CH3:10])(=[O:9])[CH3:8] |f:2.3|. Reported procedure: The ester obtained above is dissolved in a mixture of 100 ml methanol and 170 ml 1 N-aqueous sodium hydroxide. The solution is allowed to stand at a room temperature for 2 hours, and the methanol is removed under reduced pressure. The alkaline aqueous solution is extracted with chloroform. The water layer is brought to pH 1 with concentrated hydrochloric acid under ice-cooling and extracted with ethyl acetate (140 ml×5). The extract is dried over anhydrous sodium sulfate and concentrated under r...